Dataset: the Open Reaction Database (ORD), a public repository of structured organic reaction records. Task: describe an organic reaction: reactants, conditions, products, and yield Starting materials: BrC1=CC(=C(C=C1)C(=O)N1CCN(CC1)C1=NC=C(C=C1C)CC)F ((4-bromo-2-fluorophenyl)[4-(5-ethyl-3-methylpyridin-2-yl)piperazin-1-yl]methanone), C(C)C=1C=C(C(=NC1)N1CCN(CC1)C(=O)C1=C(C=C(C=C1)N1C(N(CC1C)CC1=CC=C(C=C1)OC)=O)F)C (3-{4-[4-(5-ethyl-3-methylpyridin-2-yl)piperazine-1-carbonyl]-3-fluorophenyl}-1-(4-methoxybenzyl)-4-methylimidazolidin-2-one), COC1=CC=C(CN2C(NC(C2)C)=O)C=C1 (1-(4-methoxybenzyl)-4-methylimidazolidin-2-one). Product: C(C)C=1C=C(C(=NC1)N1CCN(CC1)C(=O)C1=C(C=C(C=C1)N1C(NCC1C)=O)F)C (1-{4-[4-(5-ethyl-3-methylpyridin-2-yl)piperazine-1-carbonyl]-3-fluorophenyl}-5-methylimidazolidin-2-one). As a reaction SMILES: BrC1C=CC(C(N2CCN(C3C(C)=CC(CC)=CN=3)CC2)=O)=C(F)C=1.COC1C=CC(CN2CC(C)NC2=O)=CC=1.[CH2:42]([C:44]1[CH:45]=[C:46]([CH3:81])[C:47]([N:50]2[CH2:55][CH2:54][N:53]([C:56]([C:58]3[CH:63]=[CH:62][C:61]([N:64]4[CH:68]([CH3:69])[CH2:67][N:66](CC5C=CC(OC)=CC=5)[C:65]4=[O:79])=[CH:60][C:59]=3[F:80])=[O:57])[CH2:52][CH2:51]2)=[N:48][CH:49]=1)[CH3:43]>>[CH2:42]([C:44]1[CH:45]=[C:46]([CH3:81])[C:47]([N:50]2[CH2:55][CH2:54][N:53]([C:56]([C:58]3[CH:63]=[CH:62][C:61]([N:64]4[CH:68]([CH3:69])[CH2:67][NH:66][C:65]4=[O:79])=[CH:60][C:59]=3[F:80])=[O:57])[CH2:52][CH2:51]2)=[N:48][CH:49]=1)[CH3:43]. Procedure details: Using (4-bromo-2-fluorophenyl)[4-(5-ethyl-3-methylpyridin-2-yl)piperazin-1-yl]methanone (163 mg) described in Preparation Example 211 and 1-(4-methoxybenzyl)-4-methylimidazolidin-2-one (88 mg) described in Preparation Example 52 and by the reaction and treatment in the same manner as in Example 506, the title compound (89 mg) was obtained via 3-{4-[4-(5-ethyl-3-methylpyridin-2-yl)piperazine-1-carbonyl]-3-fluorophenyl}-1-(4-methoxybenzyl)-4-methylimidazolidin-2-one. Reactants: CCn1nc(-c2cccc(Cl)c2)c(C(C)=O)c([N+](=O)[O-])c1=O, CCO, Nc1cccc2cnccc12. Yields the product CCn1nc(-c2cccc(Cl)c2)c(C(C)=O)c(Nc2cccc3cnccc23)c1=O. As a reaction SMILES: [C:1]([CH3:2])(=[O:3])[c:4]1[c:5]([N+:20]([O-:21])=[O:22])[c:6](=[O:19])[n:7]([CH2:17][CH3:18])[n:8][c:9]1-[c:10]1[cH:11][c:12]([Cl:16])[cH:13][cH:14][cH:15]1.[CH3:34][CH2:35][OH:36].[NH2:23][c:24]1[c:25]2[cH:26][cH:27][n:28][cH:29][c:30]2[cH:31][cH:32][cH:33]1>>[C:1]([CH3:2])(=[O:3])[c:4]1[c:5]([NH:20][c:24]2[c:25]3[cH:26][cH:27][n:28][cH:29][c:30]3[cH:31][cH:32][cH:33]2)[c:6](=[O:19])[n:7]([CH2:17][CH3:18])[n:8][c:9]1-[c:10]1[cH:11][c:12]([Cl:16])[cH:13][cH:14][cH:15]1.